Dataset: the Open Reaction Database (ORD), a public repository of structured organic reaction records. Task: describe an organic reaction: reactants, conditions, products, and yield Reactants: BrC=1C=C(C=CC1I)CO ((3-bromo-4-iodophenyl)methanol), C(=O)(O)[O-].[Na+] (NaHCO3), [Na+].[Br-] (NaBr), CC1(CCCC(N1[O])(C)C)C (TEMPO), [O-]Cl.[Na+] (NaOCl), CC(=O)OI1(C=2C=CC=CC2C(=O)O1)(OC(=O)C)OC(=O)C (Dess-Martin periodinane). Solvent: C(Cl)Cl.O (CH2Cl2 water), CCCCCCC (heptane), CCOC(=O)C (EtOAc). Run at temperature 0 celsius, time 10 minute. The product is BrC=1C=C(C=O)C=CC1I (3-bromo-4-iodobenzaldehyde). Yield: 87.7%. RXN SMILES: [Br:1][C:2]1[CH:3]=[C:4]([CH2:9][OH:10])[CH:5]=[CH:6][C:7]=1[I:8].C([O-])(O)=O.[Na+].[Na+].[Br-].CC1(C)N([O])C(C)(C)CCC1.[O-]Cl.[Na+].CC(OI1(OC(C)=O)(OC(C)=O)OC(=O)C2C=CC=CC1=2)=O>C(Cl)Cl.O.CCCCCCC.CCOC(C)=O>[Br:1][C:2]1[CH:3]=[C:4]([CH:5]=[CH:6][C:7]=1[I:8])[CH:9]=[O:10] |f:1.2,3.4,6.7,9.10,^1:21|. Procedure details: A solution of (3-bromo-4-iodophenyl)methanol (3.1 g, 9.9 mmol) in CH2Cl2/water (2:1, 225 mL) was treated with NaHCO3 (915 mg, 10.9 mmol), NaBr (1060 mg, 10.2 mmol) and TEMPO free radical (40 mg, 0.2 mmol). The resulting mixture was cooled to 0° C. and NaOCl solution (0.8 mL, 10% aq.) was added dropwise. The reaction mixture was left to come to room temperature while stirring. TLC 25:75 EtOAc:heptane after 30 minutes showed approximately 50% conversion to less polar spot. Sequence repeated using ... The reactants are C[N+](C)(C)[O-] (Trimethlamine-N-oxide), BrCC=1C=CC2=C(C=C(O2)C#N)C1 (5-(bromomethyl)benzofuran-2-carbonitrile). Run in CS(=O)C (DMSO), O (H2O), [Cl-].[Na+].O (brine). Reaction conditions: temperature 70 celsius, time 3 hour. Product: C(=O)C=1C=CC2=C(C=C(O2)C#N)C1 (5-formylbenzofuran-2-carbonitrile). Yield: 46.4%. Reaction SMILES: C[N+]([O-:5])(C)C.Br[CH2:7][C:8]1[CH:9]=[CH:10][C:11]2[O:15][C:14]([C:16]#[N:17])=[CH:13][C:12]=2[CH:18]=1>CS(C)=O.O.[Cl-].[Na+].O>[CH:7]([C:8]1[CH:9]=[CH:10][C:11]2[O:15][C:14]([C:16]#[N:17])=[CH:13][C:12]=2[CH:18]=1)=[O:5] |f:4.5.6|. Reported procedure: Trimethlamine-N-oxide (6.75 g, 90 mmol) was added to a solution of 5-(bromomethyl)benzofuran-2-carbonitrile (4.46 g, 18.89 mmol) in 57 mL of DMSO and 6 mL of H2O. The mixture was stirred at 70° C. for 3 hr. After the reaction was cooled to room temperature, the mixture was diluted with 72 mL of brine, and extracted with EtOAc (3×100 mL). The combined organic layers were washed with H2O (2×20 mL), brine, dried over Na2SO4, filtered, and concentrated under reduced pressure. The resulting residue w... Reactants: Fc1cc(F)c(Br)c(F)c1, O, O=[N+]([O-])O, O=S(=O)(O)O. Product: O=[N+]([O-])c1c(F)cc(F)c(Br)c1F. RXN SMILES: [Br:1][c:2]1[c:3]([F:10])[cH:4][c:5]([F:9])[cH:6][c:7]1[F:8].[OH2:20].[OH:16][N+:17]([O-:18])=[O:19].[S:11](=[O:12])(=[O:13])([OH:14])[OH:15]>>[Br:1][c:2]1[c:3]([F:10])[c:4]([N+:17](=[O:16])[O-:18])[c:5]([F:9])[cH:6][c:7]1[F:8]. Reactants: Brc1ccccn1, C1CCOC1, [Li]CCCC, CCCCCC, O=C1CCOCC1. Product: OC1(c2ccccn2)CCOCC1. Reaction SMILES: [Br:1][c:2]1[cH:3][cH:4][cH:5][cH:6][n:7]1.[CH2:26]1[O:27][CH2:28][CH2:29][CH2:30]1.[CH2:8]([Li:9])[CH2:10][CH2:11][CH3:12].[CH3:20][CH2:21][CH2:22][CH2:23][CH2:24][CH3:25].[O:13]1[CH2:14][CH2:15][C:16](=[O:19])[CH2:17][CH2:18]1>>[c:2]1([C:16]2([OH:19])[CH2:15][CH2:14][O:13][CH2:18][CH2:17]2)[cH:3][cH:4][cH:5][cH:6][n:7]1.